From a dataset of the Open Reaction Database (ORD), a public repository of structured organic reaction records. describe an organic reaction: reactants, conditions, products, and yield Reactants: C(CC)=O (propionaldehyde), CC(C=O)CCC (2-methylpentanal), C(CC)=O (propionaldehyde). Solvent: C(CC)O (propanol). Product: mixture, CC(C=O)=CC(=CCC)C (2,4-dimethylhepta-2,4-dienal), CC(C=O)=CC(CCC)C (2,4-dimethylhept-2-enal), CC(CO)CCC (2-methylpentanol), CC(C=O)=CCC (2-methylpent-2-enal). Isolated yield 4.0%. RXN SMILES: [CH:1](=[O:4])[CH2:2][CH3:3].[CH3:5][CH:6]([CH2:9][CH2:10][CH3:11])[CH:7]=[O:8]>C(O)CC>[CH3:3][C:2](=[CH:5][C:6]([CH3:7])=[CH:9][CH2:10][CH3:11])[CH:1]=[O:4].[CH3:3][C:2](=[CH:5][CH:6]([CH3:7])[CH2:9][CH2:10][CH3:11])[CH:1]=[O:4].[CH3:5][CH:6]([CH2:9][CH2:10][CH3:11])[CH2:7][OH:8].[CH3:3][C:2](=[CH:5][CH2:6][CH3:7])[CH:1]=[O:4]. Reported procedure: Using a feed of 2.5 liters of propionaldehyde per hour, corresponding to a mean residence time of about 1.2 hours, a propionaldehyde conversion of 38% was achieved at 130° C. under a hydrogen pressure of 25 bar. The yield of 2-methylpentanal, based on the material converted, was 83%. In addition, 3% of propanol, 5% of a mixture of 2,4-dimethylhepta-2,4-dienal and 2,4-dimethylhept-2-enal, 0.5% of 2-methylpentanol and 4% of 2-methylpent-2-enal were formed. Since the last-mentioned compound can, if... The reactants are C1(=CC=CC=2C(C3=CC=CC=C3C(C12)=O)=O)C(=O)N1CCN(CC=2C=CC=C(CN(CCC1)S(=O)(=O)C1=C(C=CC=C1)[N+](=O)[O-])N2)S(=O)(=O)C2=C(C=CC=C2)[N+](=O)[O-] (6-(1-anthraquinonecarbonyl)-3,10-bis(2-nitrobenzenesulfonyl)-3,6,10,16-tetraazabicyclo[10.3.1]hexadeca-1(16),12,14-triene), C1(=CC=CC=C1)S (thiophenol), C(=O)([O-])[O-].[K+].[K+] (K2CO3). Product: C1(=CC=CC=2C(C3=CC=CC=C3C(C12)=O)=O)C(=O)N1CCNCC=2C=CC=C(CNCCC1)N2 (6-(1-Anthraquinonecarbonyl)-3,6,10,16-tetraazabicyclo-[10.3.1]hexadeca-1(16),12,14-triene). The yield is 79.8%. Reaction SMILES: [C:1]1([C:17]([N:19]2[CH2:33][CH2:32][CH2:31][N:30](S(C3C=CC=CC=3[N+]([O-])=O)(=O)=O)[CH2:29][C:28]3[N:46]=[C:24]([CH:25]=[CH:26][CH:27]=3)[CH2:23][N:22](S(C3C=CC=CC=3[N+]([O-])=O)(=O)=O)[CH2:21][CH2:20]2)=[O:18])[C:14]2[C:13](=[O:15])[C:12]3[C:7](=[CH:8][CH:9]=[CH:10][CH:11]=3)[C:6](=[O:16])[C:5]=2[CH:4]=[CH:3][CH:2]=1.C1(S)C=CC=CC=1.C([O-])([O-])=O.[K+].[K+]>>[C:1]1([C:17]([N:19]2[CH2:33][CH2:32][CH2:31][NH:30][CH2:29][C:28]3[N:46]=[C:24]([CH:25]=[CH:26][CH:27]=3)[CH2:23][NH:22][CH2:21][CH2:20]2)=[O:18])[C:14]2[C:13](=[O:15])[C:12]3[C:7](=[CH:8][CH:9]=[CH:10][CH:11]=3)[C:6](=[O:16])[C:5]=2[CH:4]=[CH:3][CH:2]=1 |f:2.3.4|. Reported procedure: The title compound was prepared following the procedures illustrated above in Example 78 using 6-(1-anthraquinonecarbonyl)-3,10-bis(2-nitrobenzenesulfonyl)-3,6,10,16-tetraazabicyclo[10.3.1]hexadeca-1(16),12,14-triene (1.02 g, 1.24 mmol), thiophenol (0.41 g, 3.72 mmol) and K2CO3 (1.7 g, 12.5 mmol). The crude material was purified by flash chromatography on a silica gel column using CH2Cl2 and then MeOH, 15:1 MeOH—NH4OH (30%) as eluents to give 0.45 g (80%) of the title compound as a pale yellow f... Starting materials: C(CCCCCN=C=O)N=C=O (hexamethylenediisocyanate), CN1CNCCC1 (N-methylhexahydropyrimidine), [N-]=C=O (isocyanate), bis-hexahydropyrimidine, diisocyanate. The solvent is C(C)(=O)OCC (ethyl acetate), C(C)(=O)OCC (ethyl acetate). The product is C(CCCCCNC(=O)N1CN(CCC1)C)NC(=O)N1CN(CCC1)C (N,N'-(1,6-hexanediyl)-bis-(3-methyl-1-hexahydropyrimidine-carboxamide)). As a reaction SMILES: [CH2:1]([N:10]=[C:11]=[O:12])[CH2:2][CH2:3][CH2:4][CH2:5][CH2:6][N:7]=[C:8]=[O:9].[CH3:13][N:14]1[CH2:19][CH2:18][CH2:17][NH:16][CH2:15]1.[N-:20]=[C:21]=O>C(OCC)(=O)C>[CH2:1]([NH:10][C:11]([N:7]1[CH2:6][CH2:5][CH2:4][N:20]([CH3:21])[CH2:8]1)=[O:12])[CH2:2][CH2:3][CH2:4][CH2:5][CH2:6][NH:7][C:8]([N:16]1[CH2:17][CH2:18][CH2:19][N:14]([CH3:13])[CH2:15]1)=[O:9]. Procedure details: 168 g of hexamethylenediisocyanate in 150 ml of ethyl acetate are slowly added to a mixture of 224 g of N-methylhexahydropyrimidine and 150 ml of ethyl acetate cooled to temperatures of from 15° to 20° C. Stirring is continued at room temperature after all the diisocyanate has been added until the isocyanate band in the IR spectrum has disappeared (after about 2 hours). The solvent is removed on a thin layer evaporator at 110° C. under a vacuum produced by a water jet pump. The viscous product p... Product: CC(C)(C)OC(=O)N1CCN(CC(c2ccccn2)C2(O)CCCCC2)CC1. As a reaction SMILES: [CH2:22]([Li:23])[CH2:24][CH2:25][CH3:26].[O:27]=[C:28]1[CH2:29][CH2:30][CH2:31][CH2:32][CH2:33]1.[O:34]1[CH2:35][CH2:36][CH2:37][CH2:38]1.[n:1]1[c:2]([CH2:7][CH2:8][N:9]2[CH2:10][CH2:11][N:12]([C:15](=[O:16])[O:17][C:18]([CH3:19])([CH3:20])[CH3:21])[CH2:13][CH2:14]2)[cH:3][cH:4][cH:5][cH:6]1>>[n:1]1[c:2]([CH:7]([CH2:8][N:9]2[CH2:10][CH2:11][N:12]([C:15](=[O:16])[O:17][C:18]([CH3:19])([CH3:20])[CH3:21])[CH2:13][CH2:14]2)[C:28]2([OH:27])[CH2:29][CH2:30][CH2:31][CH2:32][CH2:33]2)[cH:3][cH:4][cH:5][cH:6]1. Starting materials: [Li]CCCC, O=C1CCCCC1, C1CCOC1, CC(C)(C)OC(=O)N1CCN(CCc2ccccn2)CC1. The reactants are C(C)(C)[C@@H]1C(N[C@H]1CCO)=O (Trans-3-isopropyl-4-(2-hydroxyethyl)-2-azetidinone), C(Cl)Cl (CH2Cl2), C(C)(=O)Cl (acetyl chloride). Solvent: N1=CC=CC=C1 (Pyridine). Conditions: time 15 minute. The product is C(C)(C)C1C(NC1CCOC(C)=O)=O (3-isopropyl-4-(2-acetoxyethyl)-azetidinone). Reaction SMILES: [CH:1]([C@H:4]1[C@H:7]([CH2:8][CH2:9][OH:10])[NH:6][C:5]1=[O:11])([CH3:3])[CH3:2].C(Cl)Cl.[C:15](Cl)(=[O:17])[CH3:16]>N1C=CC=CC=1>[CH:1]([CH:4]1[CH:7]([CH2:8][CH2:9][O:10][C:15](=[O:17])[CH3:16])[NH:6][C:5]1=[O:11])([CH3:3])[CH3:2]. Procedure details: Trans-3-isopropyl-4-(2-hydroxyethyl)-2-azetidinone from Step B, is dissolved in 10 ml. CH2Cl2 and cooled to 0° C. Pyridine 0.75 ml is added and then 0.392 ml of acetyl chloride is added dropwise. The mixture is stirred at 0° for 15 min and then at 25° C. for another 15 minutes. The reaction mixture is evaporated to dryness. The residue is chromatographed on silica gel using 50% EtOAc/C6H6 as eluant to give 0.652 g 3-isopropyl-4-(2-acetoxyethyl)-azetidinone.